From a dataset of the Open Reaction Database (ORD), a public repository of structured organic reaction records. describe an organic reaction: reactants, conditions, products, and yield Reactants: CO, CCOCC, [K+], [OH-], OCCO, CC1=C(O)C(=O)N(c2ccc3[nH]cnc3c2)C1c1cc(F)c(F)cc1F. As a reaction SMILES: [CH3:38][OH:39].[CH3:7][CH2:8][O:9][CH2:10][CH3:11].[K+:2].[OH-:1].[OH:3][CH2:4][CH2:5][OH:6].[nH:12]1[cH:13][n:14][c:15]2[c:16]1[cH:17][cH:18][c:19]([N:21]1[C:22](=[O:37])[C:23]([OH:36])=[C:24]([CH3:35])[CH:25]1[c:26]1[c:27]([F:34])[cH:28][c:29]([F:33])[c:30]([F:32])[cH:31]1)[cH:20]2>>[CH3:4][O:36][C:23]1=[C:24]([CH3:35])[CH:25]([c:26]2[c:27]([F:34])[cH:28][c:29]([F:33])[c:30]([F:32])[cH:31]2)[N:21]([c:19]2[cH:18][cH:17][c:16]3[nH:12][cH:13][n:14][c:15]3[cH:20]2)[C:22]1=[O:37]. Product: COC1=C(C)C(c2cc(F)c(F)cc2F)N(c2ccc3[nH]cnc3c2)C1=O. Isolated yield 40.9%. Product: CC=1N=C2N(C=C(C=C2NCC2=C(C=CC=C2C)CC)C)C1CO (2,6-dimethyl-8-(2-ethyl-6-methylbenzylamino)-3-hydroxymethylimidazo[1,2-a]pyridine). Procedure details: 3-Carboethoxy-2,6-dimethyl-8-(2-ethyl-6-methylbenzylamino)imidazo[1,2-a]pyridine (1.0 g 2.8 mmol) was added to tetrahydrofuran (25 ml) and was stirred at +5° C. Lithium aluminum hydride (0.5 g, 13 mmol) was added in portions during 1.5 h so that the temperature remained below +10° C. After stirring the mixture at room temperature for an additional 1 h, 0.5 ml of water was added dropwise, followed by 0.5 ml of 15% sodium hydroxide and then 1.5 ml of water. The solids were removed by filtration an... The solvent is O (water), O (water). Reactants: [OH-].[Na+] (sodium hydroxide), C(=O)(OCC)C1=C(N=C2N1C=C(C=C2NCC2=C(C=CC=C2C)CC)C)C (3-Carboethoxy-2,6-dimethyl-8-(2-ethyl-6-methylbenzylamino)imidazo[1,2-a]pyridine), O1CCCC1 (tetrahydrofuran), [H-].[Al+3].[Li+].[H-].[H-].[H-] (Lithium aluminum hydride). RXN SMILES: [C:1]([C:6]1[N:10]2[CH:11]=[C:12]([CH3:26])[CH:13]=[C:14]([NH:15][CH2:16][C:17]3[C:22]([CH3:23])=[CH:21][CH:20]=[CH:19][C:18]=3[CH2:24][CH3:25])[C:9]2=[N:8][C:7]=1[CH3:27])(OCC)=[O:2].O1CCCC1.[H-].[Al+3].[Li+].[H-].[H-].[H-].[OH-].[Na+]>O>[CH3:27][C:7]1[N:8]=[C:9]2[C:14]([NH:15][CH2:16][C:17]3[C:22]([CH3:23])=[CH:21][CH:20]=[CH:19][C:18]=3[CH2:24][CH3:25])=[CH:13][C:12]([CH3:26])=[CH:11][N:10]2[C:6]=1[CH2:1][OH:2] |f:2.3.4.5.6.7,8.9|. The reactants are O.[OH-].[Li+] (lithium hydroxide monohydrate), C1(=CC=CC=C1)COC=1C=C(C(=O)OC)C=C(C1)O[C@@H]1COCC1 (methyl 3-[(phenylmethyl)oxy]-5-[(3S)-tetrahydrofuran-3-yloxy]benzoate). The solvent is O (water), C1CCOC1 (THF). Run at time 18 hour. Product: C1(=CC=CC=C1)COC=1C=C(C(=O)O)C=C(C1)O[C@@H]1COCC1 (3-[(Phenylmethyl)oxy]-5-[(3S)-tetrahydrofuran-3-yloxy]benzoic acid). Yield: 95.4%. As a reaction SMILES: O.[OH-].[Li+].[C:4]1([CH2:10][O:11][C:12]2[CH:13]=[C:14]([CH:19]=[C:20]([O:22][C@H:23]3[CH2:27][CH2:26][O:25][CH2:24]3)[CH:21]=2)[C:15]([O:17]C)=[O:16])[CH:9]=[CH:8][CH:7]=[CH:6][CH:5]=1>O.C1COCC1>[C:4]1([CH2:10][O:11][C:12]2[CH:13]=[C:14]([CH:19]=[C:20]([O:22][C@H:23]3[CH2:27][CH2:26][O:25][CH2:24]3)[CH:21]=2)[C:15]([OH:17])=[O:16])[CH:5]=[CH:6][CH:7]=[CH:8][CH:9]=1 |f:0.1.2|. Procedure: A solution of lithium hydroxide monohydrate (3.78 g; 90.0 mmol) in water (50 mL) was added to a solution of methyl 3-[(phenylmethyl)oxy]-5-[(3S)-tetrahydrofuran-3-yloxy]benzoate (10.0 g, 30 mmol) in THF (100 mL) and the mixture stirred at RT for 18 hours. The THF was removed in vacuo, the aqueous residue treated with 1M hydrochloric acid (90.0 mL) then extracted with ethyl acetate (3×100 mL). The combined organic extracts were washed with brine, dried (MgSO4) and concentrated in vacuo to give th... Reactants: C1(=CC=CC=C1)OC(NC1=C(C(=NS1)OCC1=C(C(=C(C=C1F)C)Cl)F)C(N)=O)=O ([4-carbamoyl-3-(3-chloro-2,6-difluoro-4-methyl-benzyloxy)-isothiazol-5-yl]-carbamic acid phenyl ester), C(C)N(CCCCN)CC (N,N-diethyl-butane-1,4-diamine). The product is ClC=1C(=C(COC2=NSC(=C2C(=O)N)NC(=O)NCCCCN(C)C)C(=CC1C)F)F (3-(3-Chloro-2,6-difluoro-4-methyl-benzyloxy)-5-[3-(4-dimethylamino-butyl)-ureido]-isothiazole-4-carboxylic Acid Amide). As a reaction SMILES: C1(O[C:8](=[O:30])[NH:9][C:10]2[S:14][N:13]=[C:12]([O:15][CH2:16][C:17]3[C:22]([F:23])=[CH:21][C:20]([CH3:24])=[C:19]([Cl:25])[C:18]=3[F:26])[C:11]=2[C:27](=[O:29])[NH2:28])C=CC=CC=1.[CH2:31]([N:33]([CH2:39]C)[CH2:34][CH2:35][CH2:36][CH2:37][NH2:38])C>>[Cl:25][C:19]1[C:18]([F:26])=[C:17]([C:22]([F:23])=[CH:21][C:20]=1[CH3:24])[CH2:16][O:15][C:12]1[C:11]([C:27]([NH2:28])=[O:29])=[C:10]([NH:9][C:8]([NH:38][CH2:37][CH2:36][CH2:35][CH2:34][N:33]([CH3:39])[CH3:31])=[O:30])[S:14][N:13]=1. Reported procedure: The title compound was prepared [4-carbamoyl-3-(3-chloro-2,6-difluoro-4-methyl-benzyloxy)-isothiazol-5-yl]-carbamic acid phenyl ester and N,N-diethyl-butane-1,4-diamine by the procedure analogous to Example 1. MS (APCl, m/z): 476 [M+H]+.